This data is from the Open Reaction Database (ORD), a public repository of structured organic reaction records. The task is: describe an organic reaction: reactants, conditions, products, and yield The reactants are ice, NC=1SC=C(N1)C1=CC=C(C=C1)C (2-amino-4-(4-methylphenyl)-thiazol), P(=O)(Cl)(Cl)Cl (phosphorus oxychloride), [OH-].[Na+] (sodium hydroxide), C(C)(=O)C1C(=O)OCC1 (2-acetyl-butyrolactone). Product: CC1=CC=C(C=C1)C1=CSC=2N1C(C(=C(N2)C)CCCl)=O (3-(4-methylphenyl)-6-(2-chloroethyl)-7-methyl-thiazolo[3,2-a]pyrimidin-5-one). Isolated yield 35.5%. Reaction SMILES: [NH2:1][C:2]1[S:3][CH:4]=[C:5]([C:7]2[CH:12]=[CH:11][C:10]([CH3:13])=[CH:9][CH:8]=2)[N:6]=1.P(Cl)(Cl)([Cl:16])=O.[C:19]([CH:22]1[CH2:27][CH2:26]O[C:23]1=[O:24])(=O)[CH3:20].[OH-].[Na+]>>[CH3:13][C:10]1[CH:11]=[CH:12][C:7]([C:5]2[N:6]3[C:23](=[O:24])[C:22]([CH2:27][CH2:26][Cl:16])=[C:19]([CH3:20])[N:1]=[C:2]3[S:3][CH:4]=2)=[CH:8][CH:9]=1 |f:3.4|. Procedure: 5.7 g (30 mmoles) of 2-amino-4-(4-methylphenyl)-thiazol were dissolved in 11 ml (120 mmoles) of phosphorus oxychloride. To the solution formed, 3.25 ml (30 mmoles) of 2-acetyl-butyrolactone were slowly added. The mixture was refluxed for 2 hours, allowed to cool and poured onto 100 g of ice, then basified to pH 9 by adding sodium hydroxide and extracted twice with 100 ml of methylene chloride each time. The organic phase was washed twice with 50 ml of water each time and dried, and the solvent w... Reactants: C(C)(=O)O[C@@H]1C(O[C@H]([C@@H]([C@H]1OC(C)=O)OC(C)=O)C1=CC(=C(C=C1)Cl)CC1=CC=C(C=C1)O)Br ((3S,4R,5S,6S)-2-bromo-6-(4-chloro-3-(4-hydroxybenzyl)phenyl)tetrahydro-2H-pyran-3,4,5-triyl triacetate), CO (methanol). Run at temperature 60 celsius, time 1 hour. Product: C(C)(=O)O[C@H]1[C@@H](O[C@@H]([C@H]([C@@H]1OC(C)=O)OC(C)=O)OC)C1=CC(=C(C=C1)Cl)CC1=CC=C(C=C1)O ((2S,3S,4R,5S,6S)-2-(4-chloro-3-(4-hydroxybenzyl)phenyl)-6-methoxytetrahydro-2H-pyran-3,4,5-triyl triacetate). The yield is 65.0%. As a reaction SMILES: [C:1]([O:4][C@H:5]1[C@H:10]([O:11][C:12](=[O:14])[CH3:13])[C@@H:9]([O:15][C:16](=[O:18])[CH3:17])[C@H:8]([C:19]2[CH:24]=[CH:23][C:22]([Cl:25])=[C:21]([CH2:26][C:27]3[CH:32]=[CH:31][C:30]([OH:33])=[CH:29][CH:28]=3)[CH:20]=2)[O:7][CH:6]1Br)(=[O:3])[CH3:2].[CH3:35][OH:36]>>[C:16]([O:15][C@@H:9]1[C@@H:10]([O:11][C:12](=[O:14])[CH3:13])[C@H:5]([O:4][C:1](=[O:3])[CH3:2])[C@@H:6]([O:36][CH3:35])[O:7][C@H:8]1[C:19]1[CH:24]=[CH:23][C:22]([Cl:25])=[C:21]([CH2:26][C:27]2[CH:32]=[CH:31][C:30]([OH:33])=[CH:29][CH:28]=2)[CH:20]=1)(=[O:18])[CH3:17]. Procedure: To a solution of (3S,4R,5S,6S)-2-bromo-6-(4-chloro-3-(4-hydroxybenzyl)phenyl)tetrahydro-2H-pyran-3,4,5-triyl triacetate (2.02 g, 3.62 mmol) in methanol (15 mL) was added ZnO (294.5 mg, 3.62 mmol) at 60° C. The reaction mixture was stirred at 60° C. for 1 h. After completion of reaction, as confirmed by TLC, reaction mixture was passed through sintered funnel to remove the solids. The filterate was evaporated in vacuo and the residue obtained was purified by column chromatography (silica gel, 2:8... Reactants: C[O-].[Na+] (sodium methylate), SC1=NC=CC=C1 (2-mercaptopyridine), NC1=NC(=CC(=N1)CCl)OC (2-amino-4-chloromethyl-6-methoxy-pyrimidine). Solvent: O (water), CO (methanol). Yields the product NC1=NC(=CC(=N1)OC)CSC1=NC=CC=C1 (2-Amino-4-methoxy-6-(pyridin-2-yl-thiomethyl)-pyrimidine). RXN SMILES: C[O-].[Na+].[SH:4][C:5]1[CH:10]=[CH:9][CH:8]=[CH:7][N:6]=1.[NH2:11][C:12]1[N:17]=[C:16]([CH2:18]Cl)[CH:15]=[C:14]([O:20][CH3:21])[N:13]=1>CO.O>[NH2:11][C:12]1[N:13]=[C:14]([O:20][CH3:21])[CH:15]=[C:16]([CH2:18][S:4][C:5]2[CH:10]=[CH:9][CH:8]=[CH:7][N:6]=2)[N:17]=1 |f:0.1|. Procedure details: 18 g of 30% methanolic sodium methylate solution are added to a solution of 11.1 g of 2-mercaptopyridine in 100 ml of methanol, and stirring is then maintained at 20°-25° C. for 1 hour. To this solution are added portionwise 17.4 g of 2-amino-4-chloromethyl-6-methoxy-pyrimidine, and the mixture is stirred at 20°-25° C. for a further 2 hours. In further processing, the mixture is diluted with 1 liter of water, and the precipitating crystalline product is separated and dried. The yield is 22.5 g (... Starting materials: NCCc1ccccc1, CS(=O)c1nc(N)nc(-c2ccco2)c1Cl, C1COCCO1. The product is Nc1nc(NCCc2ccccc2)c(Cl)c(-c2ccco2)n1. Reaction SMILES: [CH2:17]([CH2:18][c:19]1[cH:20][cH:21][cH:22][cH:23][cH:24]1)[NH2:25].[Cl:1][c:2]1[c:3](-[c:12]2[o:13][cH:14][cH:15][cH:16]2)[n:4][c:5]([NH2:11])[n:6][c:7]1[S:8]([CH3:9])=[O:10].[O:26]1[CH2:27][CH2:28][O:29][CH2:30][CH2:31]1>>[Cl:1][c:2]1[c:3](-[c:12]2[o:13][cH:14][cH:15][cH:16]2)[n:4][c:5]([NH2:11])[n:6][c:7]1[NH:25][CH2:17][CH2:18][c:19]1[cH:20][cH:21][cH:22][cH:23][cH:24]1. Starting materials: C1(=CC=CC=C1)P(C1=CC=CC=C1)(C1=CC=CC=C1)=CC(=O)OC (methyl (triphenylphosphoranylidene)acetate), C1(=CC=C(C=C1)C=O)C (p-toluenealdehyde). RXN SMILES: C1(P(=[CH:20][C:21]([O:23][CH3:24])=[O:22])(C2C=CC=CC=2)C2C=CC=CC=2)C=CC=CC=1.[C:25]1([CH3:33])[CH:30]=[CH:29][C:28]([CH:31]=O)=[CH:27][CH:26]=1>ClCCl>[C:25]1([CH3:33])[CH:30]=[CH:29][C:28](/[CH:31]=[CH:20]/[C:21]([O:23][CH3:24])=[O:22])=[CH:27][CH:26]=1. Procedure details: 2.0 g of methyl (triphenylphosphoranylidene)acetate and 720 mg of p-toluenealdehyde are dissolved in 10 ml of dichloromethane and stirred at room temperature for twelve hours. Then, 4 g of kieselguhr are added, and the solvent is removed in vacuo. The resulting residue is purified on silica gel with n-heptane:ethyl acetate=4:1 as eluent. 850 mg of methyl trans-3-p-tolylacrylate are obtained as an oil. Isolated yield 80.6%. The product is C1(=CC=C(C=C1)/C=C/C(=O)OC)C (methyl trans-3-p-tolylacrylate). Solvent: ClCCl (dichloromethane). The product is C(C)OC(=O)C1(CC1)C1=CC=C(C=C1)C1=CC=CC=C1 (1-(biphenyl-4-yl)cyclopropanecarboxylic acid ethyl ester). Procedure: 1-(Biphenyl-4-yl)cyclopropanecarboxylic acid (10 g, 42 mmol), ethanol (100 mL) and sulfuric acid (40 mL) were heated to 65° C. for 4 hours. The product was extracted with CH2Cl2 and water (2×), dried and evaporated to yield 9.5 g of 1-(biphenyl-4-yl)cyclopropanecarboxylic acid ethyl ester. As a reaction SMILES: [C:1]1([C:13]2[CH:18]=[CH:17][CH:16]=[CH:15][CH:14]=2)[CH:6]=[CH:5][C:4]([C:7]2([C:10]([OH:12])=[O:11])[CH2:9][CH2:8]2)=[CH:3][CH:2]=1.S(=O)(=O)(O)O.[CH2:24](O)[CH3:25]>>[CH2:24]([O:11][C:10]([C:7]1([C:4]2[CH:5]=[CH:6][C:1]([C:13]3[CH:14]=[CH:15][CH:16]=[CH:17][CH:18]=3)=[CH:2][CH:3]=2)[CH2:9][CH2:8]1)=[O:12])[CH3:25]. Starting materials: C1(=CC=C(C=C1)C1(CC1)C(=O)O)C1=CC=CC=C1 (1-(Biphenyl-4-yl)cyclopropanecarboxylic acid), S(O)(O)(=O)=O (sulfuric acid), C(C)O (ethanol).